This data is from the Open Reaction Database (ORD), a public repository of structured organic reaction records. The task is: describe an organic reaction: reactants, conditions, products, and yield Reactants: BrC1=CC=CC(=N1)C=O (6-bromopyridine-2-carbaldehyde), N1CCOCC1 (morpholine), C(C)(=O)O[BH-](OC(C)=O)OC(C)=O.[Na+] (sodium triacetoxyborohydride). Run in C(C)(=O)OCC (ethyl acetate), C([O-])(O)=O.[Na+] (sodium bicarbonate), C([O-])([O-])=O.[Na+].[Na+] (sodium carbonate), ClCCCl (1,2-dichloroethane). Conditions: time 14 hour. Product: BrC1=CC=CC(=N1)CN1CCOCC1 (4-[(6-Bromopyridin-2-yl)methyl]morpholine). As a reaction SMILES: [Br:1][C:2]1[N:7]=[C:6]([CH:8]=O)[CH:5]=[CH:4][CH:3]=1.[NH:10]1[CH2:15][CH2:14][O:13][CH2:12][CH2:11]1.C(O[BH-](OC(=O)C)OC(=O)C)(=O)C.[Na+]>ClCCCl.C(OCC)(=O)C.C(=O)(O)[O-].[Na+].C(=O)([O-])[O-].[Na+].[Na+]>[Br:1][C:2]1[N:7]=[C:6]([CH2:8][N:10]2[CH2:15][CH2:14][O:13][CH2:12][CH2:11]2)[CH:5]=[CH:4][CH:3]=1 |f:2.3,6.7,8.9.10|. Procedure details: Reductive Amination Method A: A solution of 6-bromopyridine-2-carbaldehyde (3 g, 16.13 mmol) and morpholine (1.41 mL, 16.13 mmol) in 1,2-dichloroethane (22 mL) under argon was charged with sodium triacetoxyborohydride (4.79 g, 22.58 mmol) and allowed to stir for 14 hours. The reaction mixture was then diluted with ethyl acetate (100 mL), saturated aqueous sodium bicarbonate (60 mL), and saturated aqueous sodium carbonate (90 mL). The layers were separated and the organic layer was washed with sa... Reactants: CC(=O)O, CC(=O)OC(C)=O, O=C1C(NC(=O)C(F)(F)F)CCN1Cc1ccc([N+](=O)[O-])cc1. Yields the product CC(=O)Nc1ccc(CN2CCC(NC(=O)C(F)(F)F)C2=O)cc1. Reaction SMILES: [C:31]([OH:32])(=[O:33])[CH3:34].[CH3:24][C:25](=[O:26])[O:27][C:28](=[O:29])[CH3:30].[F:1][C:2]([C:3](=[O:4])[NH:5][CH:6]1[C:7](=[O:21])[N:8]([CH2:11][c:12]2[cH:13][cH:14][c:15]([N+:18]([O-:19])=[O:20])[cH:16][cH:17]2)[CH2:9][CH2:10]1)([F:22])[F:23]>>[F:1][C:2]([C:3](=[O:4])[NH:5][CH:6]1[C:7](=[O:21])[N:8]([CH2:11][c:12]2[cH:13][cH:14][c:15]([NH:18][C:25]([CH3:24])=[O:26])[cH:16][cH:17]2)[CH2:9][CH2:10]1)([F:22])[F:23]. Starting materials: ClC(Cl)(Cl)Cl, CCC(CC)c1cccc2[nH]c(=O)n(C)c12, CCO, CC(C)O, O=C1CCC(=O)N1Cl, CC(C)(C#N)N=NC(C)(C)C#N. Product: CCC(CC)c1ccc(Cl)c2[nH]c(=O)n(C)c12. Reaction SMILES: [C:44]([Cl:45])([Cl:46])([Cl:47])[Cl:48].[CH2:13]([CH3:14])[CH:15]([CH2:16][CH3:17])[c:18]1[cH:19][cH:20][cH:21][c:22]2[c:23]1[n:24]([CH3:28])[c:25](=[O:27])[nH:26]2.[CH2:41]([OH:42])[CH3:43].[CH:37]([OH:38])([CH3:39])[CH3:40].[Cl:29][N:30]1[C:31](=[O:32])[CH2:33][CH2:34][C:35]1=[O:36].[N:1]([C:2]([CH3:3])([CH3:4])[C:5]#[N:6])=[N:7][C:8]([CH3:9])([CH3:10])[C:11]#[N:12]>>[CH2:13]([CH3:14])[CH:15]([CH2:16][CH3:17])[c:18]1[cH:19][cH:20][c:21]([Cl:29])[c:22]2[c:23]1[n:24]([CH3:28])[c:25](=[O:27])[nH:26]2. The reactants are C[O-], CO, O=[N+]([O-])c1cc(I)cc([N+](=O)[O-])c1, [Na+], O. Yields the product COc1cc(I)cc([N+](=O)[O-])c1. RXN SMILES: [CH3:14][O-:15].[CH3:18][OH:19].[I:1][c:2]1[cH:3][c:4]([N+:11]([O-:12])=[O:13])[cH:5][c:6]([N+:8](=[O:9])[O-:10])[cH:7]1.[Na+:16].[OH2:17]>>[I:1][c:2]1[cH:3][c:4]([O:15][CH3:14])[cH:5][c:6]([N+:8](=[O:9])[O-:10])[cH:7]1. The reactants are CC1=CC=C(C=C1)S(=O)(=O)Cl (4-methylphenylsulfonyl chloride), ClC1=C(C=CC(=C1)F)O (2-chloro-4-fluorophenol), ice water. Solvent: N1=CC=CC=C1 (pyridine). Reaction conditions: time 2 hour. Product: CC1=CC=C(C=C1)S(=O)(=O)OC1=C(C=C(C=C1)F)Cl (2-chloro-4-fluorophenyl 4-methylphenylsulfonate). Isolated yield 99.5%. Reaction SMILES: [Cl:1][C:2]1[CH:7]=[C:6]([F:8])[CH:5]=[CH:4][C:3]=1[OH:9].[CH3:10][C:11]1[CH:16]=[CH:15][C:14]([S:17](Cl)(=[O:19])=[O:18])=[CH:13][CH:12]=1>N1C=CC=CC=1>[CH3:10][C:11]1[CH:16]=[CH:15][C:14]([S:17]([O:9][C:3]2[CH:4]=[CH:5][C:6]([F:8])=[CH:7][C:2]=2[Cl:1])(=[O:19])=[O:18])=[CH:13][CH:12]=1. Procedure details: A stirred solution of 20.0 g (0.137 mole) of 2-chloro-4-fluorophenol in 150 mL of pyridine was cooled in an ice bath. To this solution was added portionwise 31.2 g (0.164 mole) of 4-methylphenylsulfonyl chloride. After complete addition, the mixture was stirred for 2 hours, then allowed to stand in a freezer for approximately 16 hours. The mixture was poured into ice water, filtered, and the filter cake washed with water. The solid was dried in a dessicator to yield 41.0 g of 2-chloro-4-fluoroph... Starting materials: Aqueous solution, [OH-].[Na+] (sodium hydroxide), C(C)OC(=O)C=1C=NN(C1C)C1=NC=C(C=C1)COCC (1-[5-(ethoxymethyl)pyridin-2-yl]-5-methyl-1H-pyrazole-4-carboxylic acid ethyl ester), aqueous solution, [OH-].[Na+] (sodium hydroxide). The solvent is C(C)O (ethanol), C(C)O (ethanol). Reaction conditions: temperature 70 celsius. The product is C(C)OCC=1C=CC(=NC1)N1N=CC(=C1C)C(=O)O (1-[5-(ethoxymethyl)pyridin-2-yl]-5-methyl-1H-pyrazole-4-carboxylic acid). Yield: 83.4%. As a reaction SMILES: [OH-].[Na+].C([O:5][C:6]([C:8]1[CH:9]=[N:10][N:11]([C:14]2[CH:19]=[CH:18][C:17]([CH2:20][O:21][CH2:22][CH3:23])=[CH:16][N:15]=2)[C:12]=1[CH3:13])=[O:7])C>C(O)C>[CH2:22]([O:21][CH2:20][C:17]1[CH:18]=[CH:19][C:14]([N:11]2[C:12]([CH3:13])=[C:8]([C:6]([OH:7])=[O:5])[CH:9]=[N:10]2)=[N:15][CH:16]=1)[CH3:23] |f:0.1|. Reported procedure: 1N Aqueous solution of sodium hydroxide (2.3 ml) was added at room temperature to a solution of 1-[5-(ethoxymethyl)pyridin-2-yl]-5-methyl-1H-pyrazole-4-carboxylic acid ethyl ester (223 mg) in ethanol (16 ml), and stirred at 70° C. for an hour. Then, 1N aqueous solution of sodium hydroxide (4.6 ml) was added and stirred at 70° C. for an hour. After the reaction, ethanol was evaporated, 1N hydrochloric acid aqueous solution was added to adjust the solution to pH 1 to 2 and the precipitated solid w... The reactants are FC1=C(C=C(C=C1)F)C(\C=C\C1=CC=CC=C1)=O ((2E)-1-(2,5-difluorophenyl)-3-phenylprop-2-en-1-one), Cl.C(C1=CC=CC=C1)NO (N-benzylhydroxylamine hydrochloride), Cl.C(C1=CC=CC=C1)NO (N-benzylhydroxylamine hydrochloride). The solvent is C(C)O (ethanol). The product is C(C1=CC=CC=C1)N1OC(CC1C1=CC=CC=C1)(O)C1=C(C=CC(=C1)F)F (2-benzyl-5-(2,5-difluorophenyl)-3-phenylisoxazolidin-5-ol). RXN SMILES: [F:1][C:2]1[CH:7]=[CH:6][C:5]([F:8])=[CH:4][C:3]=1[C:9](=[O:18])/[CH:10]=[CH:11]/[C:12]1[CH:17]=[CH:16][CH:15]=[CH:14][CH:13]=1.Cl.[CH2:20]([NH:27][OH:28])[C:21]1[CH:26]=[CH:25][CH:24]=[CH:23][CH:22]=1>C(O)C>[CH2:20]([N:27]1[CH:11]([C:12]2[CH:13]=[CH:14][CH:15]=[CH:16][CH:17]=2)[CH2:10][C:9]([C:3]2[CH:4]=[C:5]([F:8])[CH:6]=[CH:7][C:2]=2[F:1])([OH:18])[O:28]1)[C:21]1[CH:26]=[CH:25][CH:24]=[CH:23][CH:22]=1 |f:1.2|. Procedure: A mixture of (2E)-1-(2,5-difluorophenyl)-3-phenylprop-2-en-1-one (1-1) (500 mg, 2.05 mmol, 1 equiv) and N-benzylhydroxylamine hydrochloride (327 mg, 2.05 mmol, 1.00 equiv) was heated at reflux in ethanol (10 mL) for 4 h. Additional N-benzylhydroxylamine hydrochloride (327 mg, 2.05 mmol, 1.00 equiv) was added and the mixture was heated at reflux for 16 h. The reaction mixture was partitioned between saturated sodium bicarbonate solution (50 mL) and ethyl acetate (2×50 mL). The combined organic la...